Dataset: the Open Reaction Database (ORD), a public repository of structured organic reaction records. Task: describe an organic reaction: reactants, conditions, products, and yield Starting materials: C(C)(=O)OC(C)=O (Acetic anhydride), C(C)(=O)[O-].[Na+] (sodium acetate), CON=C(C(=O)NC1[C@@H]2N(C(C(CS2)OC(C)=O)C(=O)O)C1=O)C(CBr)=O (7-(2-methoxyimino-3-oxo-4-bromobutyramido)3-acetoxy-cepham-4-carboxylic acid), Cl (Hydrochloric acid), resultant solution. The reagents and catalysts are CN(C=O)C (N,N-dimethylformamide). The solvent is O1CCCC1 (tetrahydrofuran). Reaction conditions: temperature 28 celsius. Product: CON=C(C(=O)NC1[C@@H]2N(C(=CCS2)C(=O)O)C1=O)C(CBr)=O (7-(2-methoxyimino-3-oxo-4-bromobutyramido)-3-cephem-4-carboxylic acid). Yield: 51.7%. Reaction SMILES: C(OC(=O)C)(=O)C.C([O-])(=O)C.[Na+].[CH3:13][O:14][N:15]=[C:16]([C:36](=[O:39])[CH2:37][Br:38])[C:17]([NH:19][CH:20]1[C:34](=[O:35])[N:22]2[CH:23]([C:31]([OH:33])=[O:32])[CH:24](OC(=O)C)[CH2:25][S:26][C@H:21]12)=[O:18].Cl>CN(C)C=O.O1CCCC1>[CH3:13][O:14][N:15]=[C:16]([C:36](=[O:39])[CH2:37][Br:38])[C:17]([NH:19][CH:20]1[C:34](=[O:35])[N:22]2[C:23]([C:31]([OH:33])=[O:32])=[CH:24][CH2:25][S:26][C@H:21]12)=[O:18] |f:1.2|. Procedure: Acetic anhydride (0.2 ml.), sodium acetate (0.12 g.) and N,N-dimethylformamide (2 drops) were added to a solution of 7-(2-methoxyimino-3-oxo-4-bromobutyramido)3-acetoxy-cepham-4-carboxylic acid (syn isomer, 200 mg.) in dry tetrahydrofuran (2 ml.), and stirred at 28° C. for an hour. 6 N Hydrochloric acid (0.2 ml.) was added to the resultant solution and the solvent was evaporated in vacuo. Water was added to the residue. The precipitates were collected by filtration, washed with water and dried t... Reactants: C1CCC2=NCCCN2CC1, CC#N, Cc1c(F)ccc([N+](=O)[O-])c1C, Nc1cc(O)ccn1, CN(C)C=O. Yields the product Cc1c(Oc2ccnc(N)c2)ccc([N+](=O)[O-])c1C. RXN SMILES: [CH2:9]1[CH2:10][CH2:11][C:12]2=[N:17][CH2:16][CH2:15][CH2:14][N:13]2[CH2:18][CH2:19]1.[CH3:37][C:38]#[N:39].[F:20][c:21]1[c:22]([CH3:31])[c:23]([CH3:30])[c:24]([N+:27](=[O:28])[O-:29])[cH:25][cH:26]1.[NH2:1][c:2]1[n:3][cH:4][cH:5][c:6]([OH:8])[cH:7]1.[O:32]=[CH:33][N:34]([CH3:35])[CH3:36]>>[NH2:1][c:2]1[n:3][cH:4][cH:5][c:6]([O:8][c:21]2[c:22]([CH3:31])[c:23]([CH3:30])[c:24]([N+:27](=[O:28])[O-:29])[cH:25][cH:26]2)[cH:7]1. The reactants are [OH-].[Na+] (sodium hydroxide), Cl.ClCCN(CC)CC (N-(2-chloroethyl)-N,N-diethylamine hydrochloride), S1C2=C(C=C1)C=C(C=C2)CCO (2-benzo[b]thiophen-5-yl-1-ethanol). The reagents and catalysts are S(=O)(=O)(O)[O-].C(CCC)[N+](CCCC)(CCCC)CCCC (tetra-n-butylammonium hydrogen sulfate). Solvent: C1(=CC=CC=C1)C (toluene), O (Water), C1(=CC=CC=C1)C (toluene). Yields the product S1C2=C(C=C1)C=C(C=C2)CCOCCN(CC)CC (N-[2-(2-benzo[b]thiophen-5-ylethoxy)ethyl]-N,N-diethylamine). Isolated yield 99.6%. RXN SMILES: [OH-].[Na+].[S:3]1[CH:7]=[CH:6][C:5]2[CH:8]=[C:9]([CH2:12][CH2:13][OH:14])[CH:10]=[CH:11][C:4]1=2.Cl.Cl[CH2:17][CH2:18][N:19]([CH2:22][CH3:23])[CH2:20][CH3:21]>S([O-])(O)(=O)=O.C([N+](CCCC)(CCCC)CCCC)CCC.C1(C)C=CC=CC=1.O>[S:3]1[CH:7]=[CH:6][C:5]2[CH:8]=[C:9]([CH2:12][CH2:13][O:14][CH2:17][CH2:18][N:19]([CH2:22][CH3:23])[CH2:20][CH3:21])[CH:10]=[CH:11][C:4]1=2 |f:0.1,3.4,5.6|. Reported procedure: In a mixture of 10 mL of 50% (W/V) aqueous solution of sodium hydroxide and 2 mL of toluene is suspended 2.00 g of 2-benzo[b]thiophen-5-yl-1-ethanol. To the suspension are added 2.51 g of N-(2-chloroethyl)-N,N-diethylamine hydrochloride and 0.38 g of tetra-n-butylammonium hydrogen sulfate, and the resulting mixture is heated under reflux for one hour. Water and toluene are added to the reaction mixture, and the organic layer is separated. The organic layer is washed successively with water and s... The reactants are C([O-])([O-])=O.[K+].[K+] (potassium carbonate), BrC1=CC=C(C=N1)CN1N=C2C(C=3C=CC=CC13)=NN(C2=O)C2=C(C=CC=C2)C (5-[(6-Bromopyridin-3-yl)methyl]-2-(2-methylphenyl)-2,5-dihydro-3H-pyrazolo[4,3-c]cinnolin-3-one), CN1N=CC(=C1)B1OC(C(O1)(C)C)(C)C (1-methyl-4-(4,4,5,5-tetramethyl-1,3,2-dioxaborolan-2-yl)-1H-pyrazole), C1(CCCCC1)P(C1=C(C=CC=C1)C1=C(C=C(C=C1C(C)C)C(C)C)C(C)C)C1CCCCC1 (2-(dicyclohexylphosphino)-2′,4′,6′-tri-iso-propylbiphenyl). Reagents/catalysts: C(C)(=O)[O-].[Pd+2].C(C)(=O)[O-] (palladium(II) acetate). The solvent is O (water), CS(=O)C (dimethyl sulfoxide). Reaction conditions: time 30 minute. Product: CC1=C(C=CC=C1)N1N=C2C(=NN(C=3C=CC=CC23)CC=2C=NC(=CC2)C=2C=NN(C2)C)C1=O (2-(2-Methylphenyl)-5-{[6-(1-methyl-1H-pyrazol-4-yl)pyridine-3-yl]methyl}-2,5-dihydro-3H-pyrazolo[4,3-c]cinnolin-3-one). Reaction SMILES: Br[C:2]1[N:7]=[CH:6][C:5]([CH2:8][N:9]2[C:18]3[CH:17]=[CH:16][CH:15]=[CH:14][C:13]=3[C:12]3=[N:19][N:20]([C:23]4[CH:28]=[CH:27][CH:26]=[CH:25][C:24]=4[CH3:29])[C:21](=[O:22])[C:11]3=[N:10]2)=[CH:4][CH:3]=1.[CH3:30][N:31]1[CH:35]=[C:34](B2OC(C)(C)C(C)(C)O2)[CH:33]=[N:32]1.C1(P(C2CCCCC2)C2C=CC=CC=2C2C(C(C)C)=CC(C(C)C)=CC=2C(C)C)CCCCC1.C(=O)([O-])[O-].[K+].[K+]>CS(C)=O.C([O-])(=O)C.[Pd+2].C([O-])(=O)C.O>[CH3:29][C:24]1[CH:25]=[CH:26][CH:27]=[CH:28][C:23]=1[N:20]1[C:21](=[O:22])[C:11]2=[N:10][N:9]([CH2:8][C:5]3[CH:6]=[N:7][C:2]([C:34]4[CH:33]=[N:32][N:31]([CH3:30])[CH:35]=4)=[CH:3][CH:4]=3)[C:18]3[CH:17]=[CH:16][CH:15]=[CH:14][C:13]=3[C:12]2=[N:19]1 |f:3.4.5,7.8.9|. Procedure details: 5-[(6-Bromopyridin-3-yl)methyl]-2-(2-methylphenyl)-2,5-dihydro-3H-pyrazolo[4,3-c]cinnolin-3-one [(Example 22) 74 mg, 0.17 mmol] was dissolved in dimethyl sulfoxide (1 mL) and treated with 1-methyl-4-(4,4,5,5-tetramethyl-1,3,2-dioxaborolan-2-yl)-1H-pyrazole (59 mg, 0.28 mmol, 1.7 equiv), 2-(dicyclohexylphosphino)-2′,4′,6′-tri-iso-propylbiphenyl (X-PHOS, 36 mg, 0.076 mmol, 0.46 equiv), palladium(II) acetate (8.0 mg, 0.033 mmol, 0.2 equiv), and an aqueous solution (0.2 mL) of potassium carbonate (6...